From a dataset of the Open Reaction Database (ORD), a public repository of structured organic reaction records. describe an organic reaction: reactants, conditions, products, and yield The reactants are O=C(O)C(F)C(=O)NCc1cc(F)cc(F)c1, CN1C(=O)C(N)c2ccccc2-c2ccccc21. Yields the product CN1C(=O)C(NC(=O)C(F)C(=O)NCc2cc(F)cc(F)c2)c2ccccc2-c2ccccc21. As a reaction SMILES: [F:19][c:20]1[cH:21][c:22]([CH2:23][NH:24][C:25]([CH:26]([C:27](=[O:28])[OH:29])[F:30])=[O:31])[cH:32][c:33]([F:35])[cH:34]1.[NH2:1][CH:2]1[c:3]2[c:4]([cH:15][cH:16][cH:17][cH:18]2)-[c:5]2[c:6]([cH:11][cH:12][cH:13][cH:14]2)[N:7]([CH3:10])[C:8]1=[O:9]>>[NH:1]([CH:2]1[c:3]2[c:4]([cH:15][cH:16][cH:17][cH:18]2)-[c:5]2[c:6]([cH:11][cH:12][cH:13][cH:14]2)[N:7]([CH3:10])[C:8]1=[O:9])[C:27]([CH:26]([C:25]([NH:24][CH2:23][c:22]1[cH:21][c:20]([F:19])[cH:34][c:33]([F:35])[cH:32]1)=[O:31])[F:30])=[O:28].